Dataset: the Open Reaction Database (ORD), a public repository of structured organic reaction records. Task: describe an organic reaction: reactants, conditions, products, and yield The reactants are FC=1C=C(C=CC1)N(C(=O)C=1C(=NOC1C)CC)CCN(C)C (N-(m-fluorophenyl)-N-(2-dimethylaminoethyl)-3-ethyl-5-methyl-4-isoxazole carboxamide). The reagents and catalysts are [Pd] (palladium on carbon). The solvent is C(C)O (ethanol). Product: C(C)(=O)C(C(=O)N(C1=CC(=CC=C1)F)CCN(C)C)=C(CC)N (2-acetyl-3-amino-N-(2-dimethylaminoethyl)-N-(m-fluorophenyl)-2-pentenamide). Reaction SMILES: [F:1][C:2]1[CH:3]=[C:4]([N:8]([CH2:19][CH2:20][N:21]([CH3:23])[CH3:22])[C:9]([C:11]2[C:12]([CH2:17][CH3:18])=[N:13][O:14][C:15]=2[CH3:16])=[O:10])[CH:5]=[CH:6][CH:7]=1>[Pd].C(O)C>[C:15]([C:11](=[C:12]([NH2:13])[CH2:17][CH3:18])[C:9]([N:8]([CH2:19][CH2:20][N:21]([CH3:23])[CH3:22])[C:4]1[CH:5]=[CH:6][CH:7]=[C:2]([F:1])[CH:3]=1)=[O:10])(=[O:14])[CH3:16]. Procedure: A mixture of 15.3 grams (0.048 mole) of N-(m-fluorophenyl)-N-(2-dimethylaminoethyl)-3-ethyl-5-methyl-4-isoxazole carboxamide and 1.5 grams of 10% palladium on carbon in 120 ml. of ethanol is hydrogenated at 50 psi at room temperature overnight. The catalyst is then removed by filtration and the solvent evaporated in vacuo. The residue is crystallized from ether; petroleum ether (1:1) to give 2-acetyl-3-amino-N-(2-dimethylaminoethyl)-N-(m-fluorophenyl)-2-pentenamide (m.p. 96°-97° C.). The reactants are O=C(Cl)c1ccc2cc(Br)ccc2c1, ClCCl, C[Si](C)(C)C=[N+]=[N-]. The product is [N-]=[N+]=CC(=O)c1ccc2cc(Br)ccc2c1. As a reaction SMILES: [Br:1][c:2]1[cH:3][c:4]2[cH:5][cH:6][c:7]([C:12](=[O:13])[Cl:14])[cH:8][c:9]2[cH:10][cH:11]1.[Cl:22][CH2:23][Cl:24].[Si:15]([CH3:16])([CH3:17])([CH3:18])[CH:19]=[N+:20]=[N-:21]>>[Br:1][c:2]1[cH:3][c:4]2[cH:5][cH:6][c:7]([C:12](=[O:13])[CH:19]=[N+:20]=[N-:21])[cH:8][c:9]2[cH:10][cH:11]1. Reactants: ClC=1C=CC(=C(C1)N)OC1=CC=CC=C1 (5-chloro-2-phenoxybenzenamine), C(C)(=O)OC(C)=O (acetic anhydride). The solvent is N1=CC=CC=C1 (pyridine). Conditions: time 3 hour. Yields the product ClC=1C=CC(=C(C1)NC(C)=O)OC1=CC=CC=C1 (N-(5-chloro-2-phenoxyphenyl)acetamide). Isolated yield 75.1%. As a reaction SMILES: [Cl:1][C:2]1[CH:3]=[CH:4][C:5]([O:9][C:10]2[CH:15]=[CH:14][CH:13]=[CH:12][CH:11]=2)=[C:6]([NH2:8])[CH:7]=1.[C:16](OC(=O)C)(=[O:18])[CH3:17]>N1C=CC=CC=1>[Cl:1][C:2]1[CH:3]=[CH:4][C:5]([O:9][C:10]2[CH:15]=[CH:14][CH:13]=[CH:12][CH:11]=2)=[C:6]([NH:8][C:16](=[O:18])[CH3:17])[CH:7]=1. Procedure: To a stirring compound of the title compound of Example 9 (5.0 g, 23 mmol) in pyridine (50 mL) was added acetic anhydride (2.75 g, 27 mmol), and the resulting solution was stirred for 3 hours. The solvent was removed under reduced pressure and the residue was dissolved in CHCl3 (300 mL) and extracted with HCl (1M, 3×150 mL), NaHCO3 (saturated, 3×150 mL), dried (MqSO4) and evaporated to yield an oil. The material was chromatographed (MPLC, 1:1 EtOAc:hexane) to yield 4.52 g of a yellow oil. This m... Reactants: [Cl-].[Al+3].[Cl-].[Cl-] (aluminium chloride), ClC1=C(C=CC=C1Cl)OC (2,3-dichloro-anisol), O1C(=CC2=C1C=CC=C2)C(=O)Cl (2-benzofurancarboxylic acid chloride), ice, Cl (hydrochloric acid). Solvent: C(Cl)Cl (methylene chloride). Product: ClC1=C(C=CC(=C1Cl)OC)C(=O)C=1OC2=C(C1)C=CC=C2 (2-benzofuryl (2,3-dichloro-4-methoxy-phenyl) ketone). The yield is 76.1%. As a reaction SMILES: [Cl-].[Al+3].[Cl-].[Cl-].[Cl:5][C:6]1[C:11]([Cl:12])=[CH:10][CH:9]=[CH:8][C:7]=1[O:13][CH3:14].[O:15]1[C:19]2[CH:20]=[CH:21][CH:22]=[CH:23][C:18]=2[CH:17]=[C:16]1[C:24](Cl)=[O:25].Cl>C(Cl)Cl>[Cl:12][C:11]1[C:6]([Cl:5])=[C:7]([O:13][CH3:14])[CH:8]=[CH:9][C:10]=1[C:24]([C:16]1[O:15][C:19]2[CH:20]=[CH:21][CH:22]=[CH:23][C:18]=2[CH:17]=1)=[O:25] |f:0.1.2.3|. Procedure: 14 g (0.1 mole) of aluminium chloride are introduced little by little in a solution of 16 g (0.09 mole) of 2,3-dichloro-anisol and 16 g (0.09 mole) of 2-benzofurancarboxylic acid chloride in 200 ml of methylene chloride the mixture is taken up to reflux for 4 hours, then poured on crushed ice (300 g) and concentrated hydrochloric acid (10 ml); the precipitate is filtered off, washed with an aqueous solution of sodium hydroxide (10 N), then with water and dried. 22 g of 2-benzofuryl (2,3-dichloro... The reactants are CCN(C(C)C)C(C)C, O=C(Cl)C=CCCCCl, CCOc1cc2ncc(C#N)c(Nc3ccc(OCc4ccccc4)c(Cl)c3)c2cc1N, C1CCOC1. The product is CCOc1cc2ncc(C#N)c(Nc3ccc(OCc4ccccc4)c(Cl)c3)c2cc1NC(=O)C=CCCCCl. Reaction SMILES: [CH:33]([N:34]([CH:35]([CH3:36])[CH3:37])[CH2:38][CH3:39])([CH3:40])[CH3:41].[Cl:42][CH2:43][CH2:44][CH2:45][CH:46]=[CH:47][C:48](=[O:49])[Cl:50].[NH2:1][c:2]1[cH:3][c:4]2[c:5]([NH:17][c:18]3[cH:19][c:20]([Cl:32])[c:21]([O:24][CH2:25][c:26]4[cH:27][cH:28][cH:29][cH:30][cH:31]4)[cH:22][cH:23]3)[c:6]([C:15]#[N:16])[cH:7][n:8][c:9]2[cH:10][c:11]1[O:12][CH2:13][CH3:14].[O:51]1[CH2:52][CH2:53][CH2:54][CH2:55]1>>[NH:1]([c:2]1[cH:3][c:4]2[c:5]([NH:17][c:18]3[cH:19][c:20]([Cl:32])[c:21]([O:24][CH2:25][c:26]4[cH:27][cH:28][cH:29][cH:30][cH:31]4)[cH:22][cH:23]3)[c:6]([C:15]#[N:16])[cH:7][n:8][c:9]2[cH:10][c:11]1[O:12][CH2:13][CH3:14])[C:48]([CH:47]=[CH:46][CH2:45][CH2:44][CH2:43][Cl:42])=[O:49]. Reactants: CCOCC, CCO, Cc1cc2ncc3c(Cl)ncnc3n2n1, Nc1cc(OCc2cccc(F)c2)ccc1Sc1ccc(O)cc1. Yields the product Cc1cc2ncc3c(Nc4cc(OCc5cccc(F)c5)ccc4Sc4ccc(O)cc4)ncnc3n2n1. As a reaction SMILES: [CH3:40][CH2:41][O:42][CH2:43][CH3:44].[CH3:45][CH2:46][OH:47].[Cl:1][c:2]1[c:3]2[cH:4][n:5][c:6]3[n:7]([c:8]2[n:9][cH:10][n:11]1)[n:12][c:13]([CH3:15])[cH:14]3.[NH2:16][c:17]1[c:18]([S:32][c:33]2[cH:34][cH:35][c:36]([OH:39])[cH:37][cH:38]2)[cH:19][cH:20][c:21]([O:23][CH2:24][c:25]2[cH:26][c:27]([F:31])[cH:28][cH:29][cH:30]2)[cH:22]1>>[c:2]1([NH:16][c:17]2[c:18]([S:32][c:33]3[cH:34][cH:35][c:36]([OH:39])[cH:37][cH:38]3)[cH:19][cH:20][c:21]([O:23][CH2:24][c:25]3[cH:26][c:27]([F:31])[cH:28][cH:29][cH:30]3)[cH:22]2)[c:3]2[cH:4][n:5][c:6]3[n:7]([c:8]2[n:9][cH:10][n:11]1)[n:12][c:13]([CH3:15])[cH:14]3. Starting materials: N (ammonia), Cl.NC1=NC(=CC=C1NC(=O)OCCBr)NCC1=CC=C(C=C1)F (2-amino-3-[(2-bromethoxy)-carbonylamino]-6-(4-fluoro-benzylamino)-pyridine hydrochloride), N (ammonia). The product is NC1=NC(=CC=C1N1C(OCC1)=O)NCC1=CC=C(C=C1)F (2-Amino-3-(oxazolidin-2-one-3-yl)-6-(4-fluorobenzylamino)-pyridine). Procedure: A suspension of 50 g (0.12 Mol) of 2-amino-3-[(2-bromethoxy)-carbonylamino]-6-(4-fluoro-benzylamino)-pyridine hydrochloride in 200 ml of methanol is added to 250 ml of 10% ethanolic ammonia and the mixture is stirred for a total of 24 hours at room temperature under argon (with a further 100 ml of 10% ethanolic ammonia being added after 12 hours). The resultant crystalline compound is filtered under suction and dried in a vacuum at room temperature. As a reaction SMILES: Cl.[NH2:2][C:3]1[C:8]([NH:9][C:10]([O:12][CH2:13][CH2:14]Br)=[O:11])=[CH:7][CH:6]=[C:5]([NH:16][CH2:17][C:18]2[CH:23]=[CH:22][C:21]([F:24])=[CH:20][CH:19]=2)[N:4]=1.N>CO>[NH2:2][C:3]1[C:8]([N:9]2[CH2:14][CH2:13][O:12][C:10]2=[O:11])=[CH:7][CH:6]=[C:5]([NH:16][CH2:17][C:18]2[CH:23]=[CH:22][C:21]([F:24])=[CH:20][CH:19]=2)[N:4]=1 |f:0.1|. Solvent: CO (methanol).